From a dataset of the Open Reaction Database (ORD), a public repository of structured organic reaction records. describe an organic reaction: reactants, conditions, products, and yield The reactants are COC(=O)c1ccc(Oc2cccc(Cl)c2)cc1NC(=O)c1ccccc1, CO, Cl, [Na+], C1CCOC1, [OH-], O. Yields the product O=C(Nc1cc(Oc2cccc(Cl)c2)ccc1C(=O)O)c1ccccc1. Reaction SMILES: [C:5]([c:6]1[cH:7][cH:8][cH:9][cH:10][cH:11]1)(=[O:12])[NH:13][c:14]1[c:15]([C:16](=[O:17])[O:18][CH3:19])[cH:20][cH:21][c:22]([O:24][c:25]2[cH:26][c:27]([Cl:31])[cH:28][cH:29][cH:30]2)[cH:23]1.[CH3:3][OH:4].[ClH:32].[Na+:2].[O:34]1[CH2:35][CH2:36][CH2:37][CH2:38]1.[OH-:1].[OH2:33]>>[C:5]([c:6]1[cH:7][cH:8][cH:9][cH:10][cH:11]1)(=[O:12])[NH:13][c:14]1[c:15]([C:16](=[O:17])[OH:18])[cH:20][cH:21][c:22]([O:24][c:25]2[cH:26][c:27]([Cl:31])[cH:28][cH:29][cH:30]2)[cH:23]1. The reactants are NC=1C=C(C(=O)O)C=C(C1NC1=CC=CC=C1)S(N)(=O)=O (3-amino-4-anilino-5-sulphamyl-benzoic acid), OS(=O)(=O)O (H2SO4), N(C1=CC=CC=C1)C1=C(C=C(C(=O)OCCCC)C=C1S(N)(=O)=O)NCCCC (butyl 4-anilino-3-butylamino-5-sulphamyl-benzoate), [OH-].[Na+] (sodium hydroxide). The solvent is O (water), C(CCC)O (n-butanol). Yields the product N(C1=CC=CC=C1)C1=C(C=C(C(=O)O)C=C1S(N)(=O)=O)NCCCC (4-Anilino-3-butylamino-5-sulphamyl-benzoic acid). Reaction SMILES: NC1C=C(C=C(S(=O)(=O)N)C=1NC1C=CC=CC=1)C(O)=O.OS(O)(=O)=O.[NH:27]([C:34]1[C:46]([S:47](=[O:50])(=[O:49])[NH2:48])=[CH:45][C:37]([C:38]([O:40]CCCC)=[O:39])=[CH:36][C:35]=1[NH:51][CH2:52][CH2:53][CH2:54][CH3:55])[C:28]1[CH:33]=[CH:32][CH:31]=[CH:30][CH:29]=1.[OH-].[Na+]>O.C(O)CCC>[NH:27]([C:34]1[C:46]([S:47](=[O:50])(=[O:49])[NH2:48])=[CH:45][C:37]([C:38]([OH:40])=[O:39])=[CH:36][C:35]=1[NH:51][CH2:52][CH2:53][CH2:54][CH3:55])[C:28]1[CH:29]=[CH:30][CH:31]=[CH:32][CH:33]=1 |f:3.4|. Reported procedure: A mixture of 3-amino-4-anilino-5-sulphamyl-benzoic acid (4 g), n-butanol (50 ml), and conc. H2SO4 (0.4 ml) was boiled under reflux with water separator for 5 days. The resulting solution of butyl 4-anilino-3-butylamino-5-sulphamyl-benzoate was saponified by addition of 2N sodium hydroxide and boiling under reflux for 45 minutes. After neutralization with 4N hydrochloric acid, the reaction mixture was evaporated in vacuo. The residue was dissolved in hot water (50 ml), and the 4-anilino-3-butylam... Starting materials: C1(CC1)NC(C1=CC=C(C=C1)C(C1=CC=C(C=C1)N)=O)=O (N-cyclopropyl-4-(4-aminobenzoyl)benzamide), OC1CCN(CC1)C1=CC=C(C(=O)O)C=C1 (4-(4-hydroxypiperidin-1-yl)benzoic acid). The product is C1(CC1)NC(C1=CC=C(C=C1)C(C1=CC=C(C=C1)NC(C1=CC=C(C=C1)N1CCC(CC1)O)=O)=O)=O (N-Cyclopropyl-4-(4-(4-(4-hydroxypiperidin-1-yl)benzamido)benzoyl)benzamide). Reaction SMILES: [CH:1]1([NH:4][C:5](=[O:21])[C:6]2[CH:11]=[CH:10][C:9]([C:12](=[O:20])[C:13]3[CH:18]=[CH:17][C:16]([NH2:19])=[CH:15][CH:14]=3)=[CH:8][CH:7]=2)[CH2:3][CH2:2]1.[OH:22][CH:23]1[CH2:28][CH2:27][N:26]([C:29]2[CH:37]=[CH:36][C:32]([C:33](O)=[O:34])=[CH:31][CH:30]=2)[CH2:25][CH2:24]1>>[CH:1]1([NH:4][C:5](=[O:21])[C:6]2[CH:7]=[CH:8][C:9]([C:12](=[O:20])[C:13]3[CH:18]=[CH:17][C:16]([NH:19][C:33](=[O:34])[C:32]4[CH:31]=[CH:30][C:29]([N:26]5[CH2:27][CH2:28][CH:23]([OH:22])[CH2:24][CH2:25]5)=[CH:37][CH:36]=4)=[CH:15][CH:14]=3)=[CH:10][CH:11]=2)[CH2:3][CH2:2]1. Procedure details: Compound 687 was prepared according to the procedure described in Scheme IV from N-cyclopropyl-4-(4-aminobenzoyl)benzamide and 4-(4-hydroxypiperidin-1-yl)benzoic acid. [M+H]+ calcd for C29H30N3O4: 484.22; found: 484.08. The reactants are CSc1ccc(C(=CCOc2ccc(OCC(=O)O)c(C)c2)c2ccc(C#CCn3cccn3)cc2)cc1, CC(=O)O, O, OO. Yields the product Cc1cc(OCC=C(c2ccc(C#CCn3cccn3)cc2)c2ccc(S(C)=O)cc2)ccc1OCC(=O)O. Reaction SMILES: [CH3:3][c:4]1[c:5]([O:6][CH2:7][C:8](=[O:9])[OH:10])[cH:11][cH:12][c:13]([O:15][CH2:16][CH:17]=[C:18]([c:19]2[cH:20][cH:21][c:22]([C:25]#[C:26][CH2:27][n:28]3[n:29][cH:30][cH:31][cH:32]3)[cH:23][cH:24]2)[c:33]2[cH:34][cH:35][c:36]([S:39][CH3:40])[cH:37][cH:38]2)[cH:14]1.[CH3:41][C:42](=[O:43])[OH:44].[OH2:45].[OH:1][OH:2]>>[O:1]=[S:39]([c:36]1[cH:35][cH:34][c:33]([C:18](=[CH:17][CH2:16][O:15][c:13]2[cH:12][cH:11][c:5]([O:6][CH2:7][C:8](=[O:9])[OH:10])[c:4]([CH3:3])[cH:14]2)[c:19]2[cH:20][cH:21][c:22]([C:25]#[C:26][CH2:27][n:28]3[n:29][cH:30][cH:31][cH:32]3)[cH:23][cH:24]2)[cH:38][cH:37]1)[CH3:40]. Reactants: [Cl-].[Al+3].[Cl-].[Cl-] (aluminum chloride), C1(=CC=CC=C1)C(C1=CC=CC=C1)OC(=S)C1=C(CS[C@H]2N1C([C@H]2NC(\C(=N/OC(C2=CC=CC=C2)(C2=CC=CC=C2)C2=CC=CC=C2)\C=2N=C(SC2)NC(=O)OC(C)(C)C)=O)=O)CSC2=CN=NS2 (7β-[(Z)-2-(2-t-butoxycarbonylaminothiazol-4-yl)-2-trityloxyiminoacetyl]amino-3-(1,2,3-thiadiazol-5-yl) thiomethylthio-3-cephem-4-carboxylic acid diphenylmethyl ester), Cl (hydrochloric acid). The solvent is C1(=CC=CC=C1)OC (anisole), O (water), C1(=CC=CC=C1)OC (anisole), [N+](=O)([O-])C (nitromethane). Reaction conditions: time 50 minute. Yields the product NC=1SC=C(N1)/C(/C(=O)N[C@H]1[C@@H]2N(C(=C(CS2)CSC2=CN=NS2)C(=S)O)C1=O)=N/O (7β-[(Z)-2-(2-aminothiazol-4-yl)-2-hydroxyiminoacetyl]amino-3-(1,2,3-thiadiazol-5-yl)thiomethylthio-3-cephem-4-carboxylic acid). Yield: 73.6%. RXN SMILES: C1(C([O:14][C:15]([C:17]2[N:22]3[C:23](=[O:63])[C@@H:24]([NH:25][C:26](=[O:62])/[C:27](/[C:49]4[N:50]=[C:51]([NH:54]C(OC(C)(C)C)=O)[S:52][CH:53]=4)=[N:28]\[O:29]C(C4C=CC=CC=4)(C4C=CC=CC=4)C4C=CC=CC=4)[C@H:21]3[S:20][CH2:19][C:18]=2[CH2:64][S:65][C:66]2[S:70][N:69]=[N:68][CH:67]=2)=[S:16])C2C=CC=CC=2)C=CC=CC=1.[Cl-].[Al+3].[Cl-].[Cl-].Cl>C1(OC)C=CC=CC=1.[N+](C)([O-])=O.O>[NH2:54][C:51]1[S:52][CH:53]=[C:49](/[C:27](=[N:28]/[OH:29])/[C:26]([NH:25][C@@H:24]2[C:23](=[O:63])[N:22]3[C:17]([C:15]([OH:14])=[S:16])=[C:18]([CH2:64][S:65][C:66]4[S:70][N:69]=[N:68][CH:67]=4)[CH2:19][S:20][C@H:21]23)=[O:62])[N:50]=1 |f:1.2.3.4|. Procedure details: To a solution of 7β-[(Z)-2-(2-t-butoxycarbonylaminothiazol-4-yl)-2-trityloxyiminoacetyl]amino-3-(1,2,3-thiadiazol-5-yl) thiomethylthio-3-cephem-4-carboxylic acid diphenylmethyl ester (1.21 g: 1.16 mMol.) in a mixture of anisole (4 ml) and nitromethane (16 ml) cooling at -30° to -40° C. is added a solution of aluminum chloride (1.23 g: 9.25 mMol.) in anisole (4 ml), and the mixture is stirred at -30° to -40° C. for 50 minutes. To the reaction mixture is added 1N-hydrochloric acid (10 ml), diluted... Starting materials: COC1([C@H](O)[C@@H](O)[C@H](O)[C@H](O1)CO)C1=CC(=C(C=C1)C)CC=1SC(=CC1)C1=CC=C(C=C1)F (1-(1-methoxyglucopyranosyl)-4-methyl-3-[5-(4-fluorophenyl)-2-thienylmethyl]-benzene), C(C)[SiH](CC)CC (triethylsilane), C(O)([O-])=O.[Na+] (sodium hydrogen carbonate). The solvent is ClCCl (dichloromethane). Run at temperature 0 celsius. The product is O.[C@@H]1([C@H](O)[C@@H](O)[C@H](O)[C@H](O1)CO)C1=CC(=C(C=C1)C)CC=1SC(=CC1)C1=CC=C(C=C1)F.[C@@H]1([C@H](O)[C@@H](O)[C@H](O)[C@H](O1)CO)C1=CC(=C(C=C1)C)CC=1SC(=CC1)C1=CC=C(C=C1)F (1-(β-D-glucopyranosyl)-4-methyl-3-[5-(4-fluorophenyl)-2-thienylmethyl]benzene hemihydrate). Yield: 55.6%. Reaction SMILES: C[O:2][C:3]1([C:14]2[CH:19]=[CH:18][C:17]([CH3:20])=[C:16]([CH2:21][C:22]3[S:23][C:24]([C:27]4[CH:32]=[CH:31][C:30]([F:33])=[CH:29][CH:28]=4)=[CH:25][CH:26]=3)[CH:15]=2)[O:11][C@H:10]([CH2:12][OH:13])[C@@H:8]([OH:9])[C@H:6]([OH:7])[C@H:4]1[OH:5].C([SiH](CC)CC)C.C(=O)([O-])O.[Na+]>ClCCl>[OH2:2].[C@@H:3]1([C:14]2[CH:19]=[CH:18][C:17]([CH3:20])=[C:16]([CH2:21][C:22]3[S:23][C:24]([C:27]4[CH:28]=[CH:29][C:30]([F:33])=[CH:31][CH:32]=4)=[CH:25][CH:26]=3)[CH:15]=2)[O:11][C@H:10]([CH2:12][OH:13])[C@@H:8]([OH:9])[C@H:6]([OH:7])[C@H:4]1[OH:5].[C@@H:3]1([C:14]2[CH:19]=[CH:18][C:17]([CH3:20])=[C:16]([CH2:21][C:22]3[S:23][C:24]([C:27]4[CH:28]=[CH:29][C:30]([F:33])=[CH:31][CH:32]=4)=[CH:25][CH:26]=3)[CH:15]=2)[O:11][C@H:10]([CH2:12][OH:13])[C@@H:8]([OH:9])[C@H:6]([OH:7])[C@H:4]1[OH:5] |f:2.3,5.6.7|. Procedure: A solution of 3 (63.1 g) and triethylsilane (46.4 g) in dichloromethane (660 ml) was cooled by dry ice-acetone bath under argon atmosphere, and thereto was added dropwise boron trifluoride•ethyl ether complex (50.0 ml), and the mixture was stirred at the same temperature. The mixture was allowed to warm to 0° C. and stirred for 2 hours. At the same temperature, a saturated aqueous sodium hydrogen carbonate solution (800 ml) was added, and the mixture was stirred for 30 minutes. The organic solve... Starting materials: FC=1C=C(C=CC1)C1COC2=CC(=CC=C2C1)O (3-(3-fluorophenyl)-chroman-7-ol), OC1=CC=C2C(C(=COC2=C1)C1=CC=CC=C1)=O (7-hydroxy-3-phenylchromen-4-one). Product: C1(=CC=CC=C1)C1COC2=CC(=CC=C2C1)O (3-Phenylchroman-7-ol). As a reaction SMILES: F[C:2]1[CH:3]=[C:4]([CH:8]2[CH2:17][C:16]3[C:11](=[CH:12][C:13]([OH:18])=[CH:14][CH:15]=3)[O:10][CH2:9]2)[CH:5]=[CH:6][CH:7]=1.OC1C=C2C(C(=O)C(C3C=CC=CC=3)=CO2)=CC=1>>[C:4]1([CH:8]2[CH2:17][C:16]3[C:11](=[CH:12][C:13]([OH:18])=[CH:14][CH:15]=3)[O:10][CH2:9]2)[CH:5]=[CH:6][CH:7]=[CH:2][CH:3]=1. Procedure: 3-Phenylchroman-7-ol was prepared as described for 3-(3-fluorophenyl)-chroman-7-ol in Example 81(d) using 0.5 g of 7-hydroxy-3-phenylchromen-4-one. 1H NMR (400 MHz, d6-DMSO) δ: 8.18 (br s, 1H), 7.31-7.34 (m, 4H), 7.25-7.27 (m, 1H), 6.88 (d, 1H, J 8.2 Hz), 6.30 (dd, 1H, J 8.2, 2.4 Hz), 6.20 (d, 1H, J 2.4 Hz), 4.21 (dd, 1H, J 10.3, 3.6 Hz), 4.00 (t, 1H, 10.3 Hz), 3.13 (m, 1H), 2.84-2.87 (m, 2H). Starting materials: CCOC(=O)c1cc2cnccc2[nH]1, CCO, [Na+], [OH-]. The product is O=C(O)c1cc2cnccc2[nH]1. RXN SMILES: [CH2:3]([CH3:4])[O:5][C:6](=[O:7])[c:8]1[cH:9][c:10]2[cH:11][n:12][cH:13][cH:14][c:15]2[nH:16]1.[CH3:17][CH2:18][OH:19].[Na+:2].[OH-:1]>>[O:5]=[C:6]([OH:7])[c:8]1[cH:9][c:10]2[cH:11][n:12][cH:13][cH:14][c:15]2[nH:16]1.